From a dataset of the Open Reaction Database (ORD), a public repository of structured organic reaction records. describe an organic reaction: reactants, conditions, products, and yield The reactants are ClC=1C(=CC2=C(SC(=C2)C2=C(C=CC=C2F)F)C1Cl)OC (6,7-dichloro-2-(2',6'-difluorophenyl)-5-methoxybenzo[b]thiophene), Cl.N1=CC=CC=C1 (pyridine hydrochloride), ice. Reaction conditions: time 5 hour. Product: ClC=1C(=CC2=C(SC(=C2)C2=C(C=CC=C2F)F)C1Cl)O (6,7-dichloro-2-(2',6'-difluorophenyl)-5-hydroxybenzo[b]thiophene). The yield is 71.8%. As a reaction SMILES: [Cl:1][C:2]1[C:3]([O:20]C)=[CH:4][C:5]2[CH:9]=[C:8]([C:10]3[C:15]([F:16])=[CH:14][CH:13]=[CH:12][C:11]=3[F:17])[S:7][C:6]=2[C:18]=1[Cl:19].Cl.N1C=CC=CC=1>>[Cl:1][C:2]1[C:3]([OH:20])=[CH:4][C:5]2[CH:9]=[C:8]([C:10]3[C:15]([F:16])=[CH:14][CH:13]=[CH:12][C:11]=3[F:17])[S:7][C:6]=2[C:18]=1[Cl:19] |f:1.2|. Reported procedure: A mixture of 4.5 g of 6,7-dichloro-2-(2',6'-difluorophenyl)-5-methoxybenzo[b]thiophene and 45 g of pyridine hydrochloride is stirred at 190°-195° for 5 hrs and allowed to cool. While still fluid, the reaction mixture is poured onto 200 g of ice and stirred until thoroughly mixed. The aqueous mixture is extracted with three 200-ml portions of dichloromethane and the organic layers are combined, washed, dried over anhydrous magnesium sulfate and filtered. The solvent is removed to give a solid. Th... The reactants are [OH-].[Li+] (lithium hydroxide), C1(CCCC1)C1=C(C=C(COC=2C=CC3=C(N=C4N3CCC4CC(=O)OCC)C2)C=C1)C(F)(F)F (Ethyl 2-(6-(4-cyclopentyl-3-(trifluoromethyl)benzyloxy)-2,3-dihydro-1H-benzo[d]pyrrolo[1,2-a]imidazol-3-yl)acetate), Cl (HCl). The solvent is O1CCOCC1 (dioxane). Conditions: time 1.5 hour. Yields the product C1(CCCC1)C1=C(C=C(COC=2C=CC3=C(N=C4N3CCC4CC(=O)O)C2)C=C1)C(F)(F)F (2-(6-(4-Cyclopentyl-3-(trifluoromethyl)benzyloxy)-2,3-dihydro-1H-benzo[d]pyrrolo[1,2-a]imidazol-3-yl)acetic Acid). The yield is 100.3%. As a reaction SMILES: [CH:1]1([C:6]2[CH:31]=[CH:30][C:9]([CH2:10][O:11][C:12]3[CH:13]=[CH:14][C:15]4[N:19]5[CH2:20][CH2:21][CH:22]([CH2:23][C:24]([O:26]CC)=[O:25])[C:18]5=[N:17][C:16]=4[CH:29]=3)=[CH:8][C:7]=2[C:32]([F:35])([F:34])[F:33])[CH2:5][CH2:4][CH2:3][CH2:2]1.[OH-].[Li+].Cl>O1CCOCC1>[CH:1]1([C:6]2[CH:31]=[CH:30][C:9]([CH2:10][O:11][C:12]3[CH:13]=[CH:14][C:15]4[N:19]5[CH2:20][CH2:21][CH:22]([CH2:23][C:24]([OH:26])=[O:25])[C:18]5=[N:17][C:16]=4[CH:29]=3)=[CH:8][C:7]=2[C:32]([F:34])([F:35])[F:33])[CH2:5][CH2:4][CH2:3][CH2:2]1 |f:1.2|. Reported procedure: Ethyl 2-(6-(4-cyclopentyl-3-(trifluoromethyl)benzyloxy)-2,3-dihydro-1H-benzo[d]pyrrolo[1,2-a]imidazol-3-yl)acetate (0.109 g, 0.224 mmol) was dissolved in dioxane (2.5 mL) and 1.0 M aqueous lithium hydroxide (0.672 mL, 0.672 mmol) was added. The reaction mixture was stirred at room temperature for 1.5 h and then acidified (pH 2) with 1.0 M HCl. The reaction mixture was extracted three times with EtOAc and the combined extracts were dried over sodium sulfate, filtered and concentrated under reduce... Starting materials: [N+](=O)([O-])C=1C=C(C(=O)OCCCCCCCCCCCC)C=CC1O (Dodecyl 3-Nitro-4-hydroxybenzoate). The reagents and catalysts are [Fe] (iron). Solvent: C(C)(=O)O (acetic acid). Conditions: time 5 minute. The product is NC=1C=C(C(=O)OCCCCCCCCCCCC)C=CC1O (Dodecyl 3-Amino-4-hydroxybenzoate). Isolated yield 85.4%. Reaction SMILES: [N+:1]([C:4]1[CH:5]=[C:6]([CH:22]=[CH:23][C:24]=1[OH:25])[C:7]([O:9][CH2:10][CH2:11][CH2:12][CH2:13][CH2:14][CH2:15][CH2:16][CH2:17][CH2:18][CH2:19][CH2:20][CH3:21])=[O:8])([O-])=O>[Fe].C(O)(=O)C>[NH2:1][C:4]1[CH:5]=[C:6]([CH:22]=[CH:23][C:24]=1[OH:25])[C:7]([O:9][CH2:10][CH2:11][CH2:12][CH2:13][CH2:14][CH2:15][CH2:16][CH2:17][CH2:18][CH2:19][CH2:20][CH3:21])=[O:8]. Procedure details: A mixture of 10.5 g of dodecyl 3-nitro-4-hydroxybenzoate obtained in Step 1 above and 100 ml of acetic acid was heated at 70° C. under a nitrogen atmosphere and 10 g of reducing iron was added thereto over a 5 minute period with stirring. The reaction mixture was filtered and the filtrate was poured into 500 ml of ice water to deposit the crystals. The crystals were washed and dried to obtain 8.2 g (yield 85%) of the desired compound having a melting point of 86° to 89° C.